Dataset: the Open Reaction Database (ORD), a public repository of structured organic reaction records. Task: describe an organic reaction: reactants, conditions, products, and yield RXN SMILES: [C:1]([CH3:2])([CH3:3])([CH3:4])[O:5][C:6]([NH:7][CH:8]([CH2:9][c:10]1[cH:11][cH:12][cH:13][cH:14][cH:15]1)[CH:16]1[O:17][CH2:18]1)=[O:19].[CH2:20]1[NH:21][CH2:22][c:23]2[cH:24][cH:25][cH:26][cH:27][c:28]21>>[C:1]([CH3:2])([CH3:3])([CH3:4])[O:5][C:6]([NH:7][CH:8]([CH2:9][c:10]1[cH:11][cH:12][cH:13][cH:14][cH:15]1)[CH:16]([OH:17])[CH2:18][N:21]1[CH2:20][c:28]2[c:23]([cH:24][cH:25][cH:26][cH:27]2)[CH2:22]1)=[O:19]. Starting materials: CC(C)(C)OC(=O)NC(Cc1ccccc1)C1CO1, c1ccc2c(c1)CNC2. Product: CC(C)(C)OC(=O)NC(Cc1ccccc1)C(O)CN1Cc2ccccc2C1. Reactants: CC(=O)O, C1CCC2=NCCCN2CC1, CS(C)=O, CCOC(=O)c1ccc(Cl)nc1, c1cc2oc(-c3nc(CC4CCNCC4)no3)cc2cn1. The product is CCOC(=O)c1ccc(N2CCC(Cc3noc(-c4cc5cnccc5o4)n3)CC2)nc1. As a reaction SMILES: [C:45]([OH:46])(=[O:47])[CH3:48].[CH2:34]1[CH2:35][CH2:36][C:37]2=[N:42][CH2:41][CH2:40][CH2:39][N:38]2[CH2:43][CH2:44]1.[CH3:49][S:50]([CH3:51])=[O:52].[Cl:22][c:23]1[n:24][cH:25][c:26]([C:27](=[O:28])[O:29][CH2:30][CH3:31])[cH:32][cH:33]1.[NH:1]1[CH2:2][CH2:3][CH:4]([CH2:7][c:8]2[n:9][o:10][c:11](-[c:13]3[cH:14][c:15]4[cH:16][n:17][cH:18][cH:19][c:20]4[o:21]3)[n:12]2)[CH2:5][CH2:6]1>>[N:1]1([c:23]2[n:24][cH:25][c:26]([C:27](=[O:28])[O:29][CH2:30][CH3:31])[cH:32][cH:33]2)[CH2:2][CH2:3][CH:4]([CH2:7][c:8]2[n:9][o:10][c:11](-[c:13]3[cH:14][c:15]4[cH:16][n:17][cH:18][cH:19][c:20]4[o:21]3)[n:12]2)[CH2:5][CH2:6]1. Reactants: C(C)(C)(C)OC(=O)N1CCN(CCC1)C1=CC=C2C(=N1)NC(=N2)C(=O)C2=CC(=NC=C2)Br (4-[2-(2-bromo-pyridine-4-carbonyl)-3H-imidazo[4,5-b]pyridine-5-yl]-[1,4]diazepane-1-carboxylic acid tert-butyl ester), C1N(C=CC2=CC=CC=C12)B(O)O (2-isoquinoline boronic acid), Pd(Ph3)4, [O-]P(=O)([O-])[O-].[K+].[K+].[K+] (K3PO4), O1CCOCC1 (dioxane). The solvent is O (water). Run at temperature 120 celsius. Yields the product C(C)(C)(C)OC(=O)N1CCN(CCC1)C1=CC=C2C(=N1)NC(=N2)C(=O)C2=CC(=NC=C2)C2=CN=CC1=CC=CC=C21 (4-[2-(2-isoquinolin-4-yl-pyridine-4-carbonyl)-3H-imidazo[4.5-b]pyridine-5-yl]-[1,4]diazepane-1-carboxylic acid tert-butyl ester). Isolated yield 34.1%. RXN SMILES: [C:1]([O:5][C:6]([N:8]1[CH2:14][CH2:13][CH2:12][N:11]([C:15]2[N:20]=[C:19]3[NH:21][C:22]([C:24]([C:26]4[CH:31]=[CH:30][N:29]=[C:28](Br)[CH:27]=4)=[O:25])=[N:23][C:18]3=[CH:17][CH:16]=2)[CH2:10][CH2:9]1)=[O:7])([CH3:4])([CH3:3])[CH3:2].[CH2:33]1[C:42]2[C:37](=[CH:38][CH:39]=[CH:40][CH:41]=2)[CH:36]=[CH:35][N:34]1B(O)O.[O-]P([O-])([O-])=O.[K+].[K+].[K+].O1CCOCC1>O>[C:1]([O:5][C:6]([N:8]1[CH2:14][CH2:13][CH2:12][N:11]([C:15]2[N:20]=[C:19]3[NH:21][C:22]([C:24]([C:26]4[CH:31]=[CH:30][N:29]=[C:28]([C:36]5[C:37]6[C:42](=[CH:41][CH:40]=[CH:39][CH:38]=6)[CH:33]=[N:34][CH:35]=5)[CH:27]=4)=[O:25])=[N:23][C:18]3=[CH:17][CH:16]=2)[CH2:10][CH2:9]1)=[O:7])([CH3:4])([CH3:3])[CH3:2] |f:2.3.4.5|. Procedure: The mixture of [4-[2-(2-bromo-pyridine-4-carbonyl)-3H-imidazo[4,5-b]pyridine-5-yl]-[1,4]diazepane-1-carboxylic acid tert-butyl ester (40 mg, 0.08 mmole), 2-isoquinoline boronic acid (13.8 mg, 0.08 mmole), Pd(Ph3)4 (27.6 mg, 0.24 mmole), 2 molar of K3PO4 aqueous (0.08 ml, 0.16 mmole), and dioxane (3.0 ml) was degassed and heated to 120° C. for 20 minutes in microwave. Reaction solution was diluted with water and extracted with EtOAc. EtOAc layer was concentrated. Residue was purified by using sil... The reactants are ClCC1=C(C=C(C=C1)C(F)(F)F)[N+](=O)[O-] (1-chloromethyl-2-nitro-4-trifluoromethylbenzene), C(C)(=O)[O-].[Na+] (sodium acetate). Solvent: C(C)(=O)O (acetic acid), O (water). Conditions: temperature 100 celsius, time 60 hour. Yields the product C(C)(=O)OCC1=C(C=C(C=C1)C(F)(F)F)[N+](=O)[O-] (2-nitro-4-trifluoromethylbenzyl acetate). The yield is 97.9%. As a reaction SMILES: Cl[CH2:2][C:3]1[CH:8]=[CH:7][C:6]([C:9]([F:12])([F:11])[F:10])=[CH:5][C:4]=1[N+:13]([O-:15])=[O:14].[C:16]([O-:19])(=[O:18])[CH3:17].[Na+]>C(O)(=O)C.O>[C:16]([O:19][CH2:2][C:3]1[CH:8]=[CH:7][C:6]([C:9]([F:12])([F:11])[F:10])=[CH:5][C:4]=1[N+:13]([O-:15])=[O:14])(=[O:18])[CH3:17] |f:1.2|. Procedure: 2 g (8.348 mmol) of 1-chloromethyl-2-nitro-4-trifluoromethylbenzene are added, at a temperature in the region of 20° C., under an argon atmosphere, to 20 g (244 mmol) of sodium acetate in solution in 100 cm3 of acetic acid. After stirring for 60 hours at a temperature in the region of 100° C., the reaction mixture is diluted with 200 cm3 of water and then extracted with 2 times 300 cm3 of dichloromethane. The organic phases are combined, washed with 100 cm3 of water, dried over anhydrous magnesi... Procedure: A stirred solution of ethyl 4-(4-cyanophenyl)-3-{4-[(1E)-3-ethoxy-3-oxoprop-1-en-1-yl]benzyl}-6-methyl-2-oxo-1-[3-(trifluoromethyl)phenyl]-1,2,3,4-tetrahydropyrimidine-5-carboxylate (Example 40) (100 mg, 0.16 mmol) in ethanol (2 ml) is treated with 10% aq. sodium hydroxide solution (3 ml). After 30 minutes at room temperature, the pH of the solution is adjusted to 2 with 1 N hydrochloric acid, and the crude product is extracted with ethyl acetate (3×150 ml). The combined organic phases are washe... Product: C(#N)C1=CC=C(C=C1)C1C(=C(N(C(N1CC1=CC=C(C=C1)/C=C/C(=O)O)=O)C1=CC(=CC=C1)C(F)(F)F)C)C(=O)OCC ((2E)-3-(4-{[6-(4-Cyanophenyl)-5-(ethoxycarbonyl)-4-methyl-2-oxo-3-[3-(trifluoromethyl)phenyl]-3,6-dihydropyrimidin-1(2H)-yl]methyl}phenyl)acrylic acid). Reaction conditions: time 30 minute. Starting materials: C(#N)C1=CC=C(C=C1)C1N(C(N(C(=C1C(=O)OCC)C)C1=CC(=CC=C1)C(F)(F)F)=O)CC1=CC=C(C=C1)\C=C\C(=O)OCC (Ethyl 4-(4-cyanophenyl)-3-{4-[(1E)-3-ethoxy-3-oxoprop-1-en-1-yl]benzyl}-6-methyl-2-oxo-1-[3-(trifluoromethyl)phenyl]-1,2,3,4-tetrahydropyrimidine-5-carboxylate), [OH-].[Na+] (sodium hydroxide), Cl (hydrochloric acid). As a reaction SMILES: [C:1]([C:3]1[CH:8]=[CH:7][C:6]([CH:9]2[C:14]([C:15]([O:17][CH2:18][CH3:19])=[O:16])=[C:13]([CH3:20])[N:12]([C:21]3[CH:26]=[CH:25][CH:24]=[C:23]([C:27]([F:30])([F:29])[F:28])[CH:22]=3)[C:11](=[O:31])[N:10]2[CH2:32][C:33]2[CH:38]=[CH:37][C:36](/[CH:39]=[CH:40]/[C:41]([O:43]CC)=[O:42])=[CH:35][CH:34]=2)=[CH:5][CH:4]=1)#[N:2].[OH-].[Na+].Cl>C(O)C>[C:1]([C:3]1[CH:4]=[CH:5][C:6]([CH:9]2[N:10]([CH2:32][C:33]3[CH:38]=[CH:37][C:36](/[CH:39]=[CH:40]/[C:41]([OH:43])=[O:42])=[CH:35][CH:34]=3)[C:11](=[O:31])[N:12]([C:21]3[CH:26]=[CH:25][CH:24]=[C:23]([C:27]([F:28])([F:30])[F:29])[CH:22]=3)[C:13]([CH3:20])=[C:14]2[C:15]([O:17][CH2:18][CH3:19])=[O:16])=[CH:7][CH:8]=1)#[N:2] |f:1.2|. Solvent: C(C)O (ethanol). Reactants: CO, Cl, O=[N+]([O-])c1cc2c(O)ncnc2cc1F, [Na]. Product: COc1cc2ncnc(O)c2cc1[N+](=O)[O-]. Reaction SMILES: [CH3:18][OH:19].[ClH:17].[F:2][c:3]1[c:4]([N+:14](=[O:15])[O-:16])[cH:5][c:6]2[c:7]([OH:13])[n:8][cH:9][n:10][c:11]2[cH:12]1.[Na:1]>>[c:3]1([O:19][CH3:18])[c:4]([N+:14](=[O:15])[O-:16])[cH:5][c:6]2[c:7]([OH:13])[n:8][cH:9][n:10][c:11]2[cH:12]1. Reactants: CCOC(=O)C=Cc1cccc(NC(=O)c2ccc(C(=O)c3ccccc3)o2)c1, CCO, [Na+], [OH-]. Yields the product O=C(O)C=Cc1cccc(NC(=O)c2ccc(C(=O)c3ccccc3)o2)c1. Reaction SMILES: [CH2:1]([CH3:2])[O:3][C:4]([CH:5]=[CH:6][c:7]1[cH:8][c:9]([NH:13][C:14](=[O:15])[c:16]2[o:17][c:18]([C:21]([c:22]3[cH:23][cH:24][cH:25][cH:26][cH:27]3)=[O:28])[cH:19][cH:20]2)[cH:10][cH:11][cH:12]1)=[O:29].[CH3:32][CH2:33][OH:34].[Na+:31].[OH-:30]>>[O:3]=[C:4]([CH:5]=[CH:6][c:7]1[cH:8][c:9]([NH:13][C:14](=[O:15])[c:16]2[o:17][c:18]([C:21]([c:22]3[cH:23][cH:24][cH:25][cH:26][cH:27]3)=[O:28])[cH:19][cH:20]2)[cH:10][cH:11][cH:12]1)[OH:29].